From a dataset of the Open Reaction Database (ORD), a public repository of structured organic reaction records. describe an organic reaction: reactants, conditions, products, and yield Conditions: temperature 90 celsius, time 2 hour. Solvent: CCOC(=O)C (EtOAc), 2-Me THF. Reactants: CC(C)(C)S(=O)N (2-Methylpropane-2-sulfinamide), C(=O)(O)[O-].[Na+] (NaHCO3), CC(C)(C)S(=O)N (2-methylpropane-2-sulfinamide), BrC1=CC=C2CC3(C(C2=C1)=O)CCC(CC3)C(F)F (6′-bromo-4-(difluoromethyl)spiro[cyclohexane-1,2′-inden]-1′(3′H)-one), BrC1=CC=C2CC3(C(C2=C1)=O)CCC(CC3)C(F)F (6′-bromo-4-(difluoromethyl)spiro[cyclohexane-1,2′-inden]-1′(3′H)-one). As a reaction SMILES: [CH3:1][C:2]([S:5]([NH2:7])=[O:6])([CH3:4])[CH3:3].[Br:8][C:9]1[CH:17]=[C:16]2[C:12]([CH2:13][C:14]3([CH2:23][CH2:22][CH:21]([CH:24]([F:26])[F:25])[CH2:20][CH2:19]3)[C:15]2=O)=[CH:11][CH:10]=1.C([O-])(O)=O.[Na+]>[O-]CC.[Ti+4].[O-]CC.[O-]CC.[O-]CC.CCOC(C)=O>[Br:8][C:9]1[CH:17]=[C:16]2[C:12](=[CH:11][CH:10]=1)[CH2:13][C:14]1([CH2:23][CH2:22][CH:21]([CH:24]([F:25])[F:26])[CH2:20][CH2:19]1)[C:15]2=[N:7][S:5]([C:2]([CH3:4])([CH3:3])[CH3:1])=[O:6] |f:2.3,4.5.6.7.8|. Reported procedure: Titanium ethoxide (0.893 mL, 4.33 mmol), 2-methylpropane-2-sulfinamide (0.315 g, 2.60 mmol) and 6′-bromo-4-(difluoromethyl)spiro[cyclohexane-1,2′-inden]-1′(3′H)-one (Intermediate 91, 0.713 g, 2.17 mmol) were dissolved in 2-Me THF (5 mL) and heated to 90° C. overnight. 2-Methylpropane-2-sulfinamide (0.315 g, 2.60 mmol) and titanium ethoxide (0.893 mL, 4.33 mmol) were added and the reaction was refluxed for 7 h. Another portion of reagents was added and the mixture was refluxed overnight. The reac... The reagents and catalysts are [O-]CC.[Ti+4].[O-]CC.[O-]CC.[O-]CC (titanium ethoxide), [O-]CC.[Ti+4].[O-]CC.[O-]CC.[O-]CC (Titanium ethoxide). Yields the product BrC=1C=C2C(C3(CC2=CC1)CCC(CC3)C(F)F)=NS(=O)C(C)(C)C (N-(5′-Bromo-4-(difluoromethyl)spiro[cyclohexane-1,2′-indene]-3′(1′H)-ylidene)-2-methylpropane-2-sulfinamide). The yield is 60.1%. Reactants: S(=S)(=O)([O-])[O-].[Na+].[Na+] (sodium thiosulfate), COC1=CC=C(C=C1)C1=C(N=CO1)C(=O)OCC (ethyl 5-(4-methoxyphenyl)oxazole-4-carboxylate), C[Si](C)(C)[N-][Si](C)(C)C.[Li+] (lithium bis(trimethylsilyl)amide), II (iodine). Solvent: CCOC(=O)C (EtOAc), C1CCOC1 (THF), C1CCOC1 (THF), C1CCOC1 (THF). Conditions: temperature -78 celsius, time 1 hour. Product: IC=1OC(=C(N1)C(=O)OCC)C1=CC=C(C=C1)OC (ethyl 2-iodo-5-(4-methoxyphenyl)oxazole-4-carboxylate). Isolated yield 80.2%. As a reaction SMILES: [CH3:1][O:2][C:3]1[CH:8]=[CH:7][C:6]([C:9]2[O:13][CH:12]=[N:11][C:10]=2[C:14]([O:16][CH2:17][CH3:18])=[O:15])=[CH:5][CH:4]=1.C[Si]([N-][Si](C)(C)C)(C)C.[Li+].[I:29]I.S([O-])([O-])(=O)=S.[Na+].[Na+]>C1COCC1.CCOC(C)=O>[I:29][C:12]1[O:13][C:9]([C:6]2[CH:5]=[CH:4][C:3]([O:2][CH3:1])=[CH:8][CH:7]=2)=[C:10]([C:14]([O:16][CH2:17][CH3:18])=[O:15])[N:11]=1 |f:1.2,4.5.6|. Procedure: To a solution of ethyl 5-(4-methoxyphenyl)oxazole-4-carboxylate (2.75 g, 11.1 mmol) in anhydrous THF (20 mL) under an N2 atmosphere at −78° C. was added 1M lithium bis(trimethylsilyl)amide in THF (18 mL, 18 mmol), dropwise. The reaction mixture was stirred at −78° C. for one hour. A solution of iodine (5.0 g, 19.7 mmol) in anhydrous THF (10 mL) was added dropwise and the reaction stirred at −78° C. for a further 1 hour. The mixture was then warmed to −10° C. and 10% sodium thiosulfate solution a... Starting materials: [H-].[K+] (potassium hydride), CN(C=O)C (dimethylformamide), ice, P(O)(O)(O)=O (phosphoric acid), C(C)(C)(C)[Li] (t-butyllithium), solution, BrC1=CC=C2C=CNC2=C1 (6-bromo-1H-indole). Solvent: CCOCC (ether), CCCCCC (hexane), CCOCC (ether), CCCCCC (hexane), CCOCC (ether). Conditions: temperature 0 celsius, time 15 minute. The product is N1C=CC2=CC=C(C=C12)C=O (1H-Indole-6-carbaldehyde). As a reaction SMILES: [H-].[K+].Br[C:4]1[CH:12]=[C:11]2[C:7]([CH:8]=[CH:9][NH:10]2)=[CH:6][CH:5]=1.C([Li])(C)(C)C.CN(C)[CH:20]=[O:21].P(=O)(O)(O)O>CCOCC.CCCCCC>[NH:10]1[C:11]2[C:7](=[CH:6][CH:5]=[C:4]([CH:20]=[O:21])[CH:12]=2)[CH:8]=[CH:9]1 |f:0.1|. Reported procedure: Combine hexane washed potassium hydride (1.3 g, 10.7 mmol) and ether (20 ml). Cool to about 0° C. and add a solution of 6-bromo-1H-indole (2.1 g, 10.7 mmol) in ether (5 ml). After 15 min, cool to about −78° C. and add a solution of t-butyllithium, 1.4 M solution in hexane (14.0 ml, 10.7 mmol). After 10 min, add dimethylformamide (1.7 ml, 20.0 mmol) in ether (5 ml). Slowly warm to room temperature and then pour into a ice cold solution of 1M phosphoric acid and extract with EtOAc. Combine the org... Reactants: Br, COc1ccc(C(C)C(O)(c2ccnc(Cl)c2)C(F)(F)F)c(Cl)c1, [Na+], O=C([O-])O. Yields the product CC(c1ccc(O)cc1Cl)C(O)(c1ccnc(Cl)c1)C(F)(F)F. RXN SMILES: [BrH:30].[Cl:1][c:2]1[c:3]([CH:10]([C:11]([C:12]([F:13])([F:14])[F:15])([OH:16])[c:17]2[cH:18][c:19]([Cl:23])[n:20][cH:21][cH:22]2)[CH3:24])[cH:4][cH:5][c:6]([O:8][CH3:9])[cH:7]1.[Na+:29].[O-:25][C:26]([OH:27])=[O:28]>>[Cl:1][c:2]1[c:3]([CH:10]([C:11]([C:12]([F:13])([F:14])[F:15])([OH:16])[c:17]2[cH:18][c:19]([Cl:23])[n:20][cH:21][cH:22]2)[CH3:24])[cH:4][cH:5][c:6]([OH:8])[cH:7]1.